From a dataset of the Open Reaction Database (ORD), a public repository of structured organic reaction records. describe an organic reaction: reactants, conditions, products, and yield Starting materials: N1C=NC=C1 (Imidazole), [Si](C)(C)(C(C)(C)C)Cl (t-butyldimethylsilyl chloride), ClCCCCCCO (6-Chloro-1-hexanol), [SiH3]Cl (silyl chloride). Run in C1CCCCC1 (cyclohexane). Conditions: time 5 hour. Product: [Si](C)(C)(C(C)(C)C)OCCCCCCCl (6-(t-Butyldimethylsilyloxy)-1-chlorohexane). Reaction SMILES: [Si:1](Cl)([C:4]([CH3:7])([CH3:6])[CH3:5])([CH3:3])[CH3:2].[SiH3]Cl.[Cl:11][CH2:12][CH2:13][CH2:14][CH2:15][CH2:16][CH2:17][OH:18].N1C=CN=C1>C1CCCCC1>[Si:1]([O:18][CH2:17][CH2:16][CH2:15][CH2:14][CH2:13][CH2:12][Cl:11])([C:4]([CH3:7])([CH3:6])[CH3:5])([CH3:3])[CH3:2]. Reported procedure: A 250 ml, three-necked flask was fitted with a large magnetic, egg-shaped stir bar, a thermocouple, reflux condenser, and an argon inlet. This apparatus was dried in an oven overnight at 125° C., assembled hot, and allowed to cool to room temperature in a stream of argon. The flask was charged with 15.09 grams (0.100 mole, 1.00 equivalents) of t-butyldimethylsilyl chloride, and 100 grams of cyclohexane. The silyl chloride rapidly dissolved, endothermically. 6-Chloro-1-hexanol, 13.96 grams (0.100... Starting materials: ClC1=NC(=C2N=CN(C2=N1)[C@H]1[C@@H]([C@@H]([C@H](C1)NC(=O)COC(C)=O)O)O)N[C@@H](CC1=CC=CC=C1)CO (acetic acid {(1S,2R,3S,4R)-4-[2-chloro-6-((S)-1-hydroxymethyl-2-phenyl-ethylamino)-purin-9-yl]-2,3-dihydroxy-cyclopentylcarbamoyl}-methyl ester), N[C@H](CO)CC1=CC=CC=C1 ((S)-2-amino-3-phenyl-propan-1-ol). Reported procedure: The title compound is prepared analogously to acetic acid {(1S,2R,3S,4R)-4-[2-chloro-6-((S)-1-hydroxymethyl-2-phenyl-ethylamino)-purin-9-yl]-2,3-dihydroxy-cyclopentylcarbamoyl}-methyl ester (intermediate ZM), by substituting 4-((S)-2-amino-3-hydroxy-propyl)-phenol for (S)-2-amino-3-phenyl-propan-1-ol. The product is ClC1=NC(=C2N=CN(C2=N1)[C@H]1[C@@H]([C@@H]([C@H](C1)NC(=O)COC(C)=O)O)O)N[C@@H](CC1=CC=C(C=C1)O)CO (Acetic acid ((1S,2R,3S,4R)-4-{2-chloro-6-[(S)-1-hydroxymethyl-2-(4-hydroxy-phenyl)-ethylamino]-purin-9-yl}-2,3-dihydroxy-cyclopentylcarbamoyl)-methyl ester). As a reaction SMILES: [Cl:1][C:2]1[N:10]=[C:9]2[C:5]([N:6]=[CH:7][N:8]2[C@@H:11]2[CH2:15][C@H:14]([NH:16][C:17]([CH2:19][O:20][C:21](=[O:23])[CH3:22])=[O:18])[C@@H:13]([OH:24])[C@H:12]2[OH:25])=[C:4]([NH:26][C@H:27]([CH2:35][OH:36])[CH2:28][C:29]2[CH:34]=[CH:33][CH:32]=[CH:31][CH:30]=2)[N:3]=1.N[C@@H](CC1C=CC=CC=1)C[OH:40]>>[Cl:1][C:2]1[N:10]=[C:9]2[C:5]([N:6]=[CH:7][N:8]2[C@@H:11]2[CH2:15][C@H:14]([NH:16][C:17]([CH2:19][O:20][C:21](=[O:23])[CH3:22])=[O:18])[C@@H:13]([OH:24])[C@H:12]2[OH:25])=[C:4]([NH:26][C@H:27]([CH2:35][OH:36])[CH2:28][C:29]2[CH:34]=[CH:33][C:32]([OH:40])=[CH:31][CH:30]=2)[N:3]=1.